This data is from the Open Reaction Database (ORD), a public repository of structured organic reaction records. The task is: describe an organic reaction: reactants, conditions, products, and yield Starting materials: C(C)(C)(C)N1N=C(C=C1CCC)CCC=O (3-(1-tert-butyl-5-propyl-1H-pyrazol-3-yl)propanal), [BH-](OC(=O)C)(OC(=O)C)OC(=O)C.[Na+] (NaBH(OAc)3), FC1=CC=C(C=C1)C(N1CCNCC1)C1=CC=C(C=C1)F (1-(bis(4-fluorophenyl)methyl)piperazine), CCN(C(C)C)C(C)C (DIPEA). The product is C(C)(C)(C)N1N=C(C=C1CCC)CCCN1CCN(CC1)C(C1=CC=C(C=C1)F)C1=CC=C(C=C1)F (1-(3-(1-tert-butyl-5-propyl-1H-pyrazol-3-yl)propyl)-4-(bis(4-fluorophenyl)methyl)piperazine). Reaction SMILES: [C:1]([N:5]1[C:9]([CH2:10][CH2:11][CH3:12])=[CH:8][C:7]([CH2:13][CH2:14][CH:15]=O)=[N:6]1)([CH3:4])([CH3:3])[CH3:2].[F:17][C:18]1[CH:23]=[CH:22][C:21]([CH:24]([C:31]2[CH:36]=[CH:35][C:34]([F:37])=[CH:33][CH:32]=2)[N:25]2[CH2:30][CH2:29][NH:28][CH2:27][CH2:26]2)=[CH:20][CH:19]=1.CCN(C(C)C)C(C)C.[BH-](OC(C)=O)(OC(C)=O)OC(C)=O.[Na+]>>[C:1]([N:5]1[C:9]([CH2:10][CH2:11][CH3:12])=[CH:8][C:7]([CH2:13][CH2:14][CH2:15][N:28]2[CH2:27][CH2:26][N:25]([CH:24]([C:31]3[CH:36]=[CH:35][C:34]([F:37])=[CH:33][CH:32]=3)[C:21]3[CH:20]=[CH:19][C:18]([F:17])=[CH:23][CH:22]=3)[CH2:30][CH2:29]2)=[N:6]1)([CH3:4])([CH3:3])[CH3:2] |f:3.4|. Procedure: 107 mg (90%) of target compound was obtained by using a method same as in Example 1 by using 3-(1-tert-butyl-5-propyl-1H-pyrazol-3-yl)propanal (50 mg, 0.225 mmol), 1-(bis(4-fluorophenyl)methyl)piperazine (65 mg, 0.225 mmol), DIPEA (0.060 mL, 0338 mmol) and NaBH(OAc)3 (143 mg, 0.675 mmol). Reactants: C1=CC=C(C(=C1)C(=O)C2=CC=CC=C2N)C(=O)O (2-aminobenzophenone2'-carboxylic acid). Run in C=1(C(=CC=CC1)C)C (xylene). The product is C1=CC=CC=2NC(C3=C(C(C21)=O)C=CC=C3)=O (5H-Dibenz[b,e]azepine-6,11-dione). Isolated yield 78.7%. As a reaction SMILES: [CH:1]1[CH:6]=[C:5]([C:7]([C:9]2[C:14]([NH2:15])=[CH:13][CH:12]=[CH:11][CH:10]=2)=[O:8])[C:4]([C:16]([OH:18])=O)=[CH:3][CH:2]=1>C1(C)C(C)=CC=CC=1>[CH:10]1[C:9]2[C:7](=[O:8])[C:5]3[CH:6]=[CH:1][CH:2]=[CH:3][C:4]=3[C:16](=[O:18])[NH:15][C:14]=2[CH:13]=[CH:12][CH:11]=1. Procedure details: A mixture of 2.50 g of 2-aminobenzophenone2'-carboxylic acid in 50 ml of xylene is stirred at reflux for 23 hours. The mixture is filtered to give 1.82 g of the desired product as a solid. RXN SMILES: [CH2:1]([O:4][C:5]([N:7]1[CH2:11][C@@H:10]([S:12][C:13]2[C@H:19]([CH3:20])[C@H:18]3[N:15]([C:16](=[O:24])[C@@H:17]3[C@H:21]([OH:23])[CH3:22])[C:14]=2[C:25]([O:27][CH2:28][CH:29]=[CH2:30])=[O:26])[CH2:9][C@H:8]1[CH2:31][CH2:32][C:33]1[N:34]([CH3:38])[CH:35]=[CH:36][N:37]=1)=[O:6])[CH:2]=[CH2:3].[I:39][CH2:40][C:41]([NH2:43])=[O:42]>CC(C)=O>[I-:39].[CH2:1]([O:4][C:5]([N:7]1[CH2:11][C@@H:10]([S:12][C:13]2[C@H:19]([CH3:20])[C@H:18]3[N:15]([C:16](=[O:24])[C@@H:17]3[C@H:21]([OH:23])[CH3:22])[C:14]=2[C:25]([O:27][CH2:28][CH:29]=[CH2:30])=[O:26])[CH2:9][C@H:8]1[CH2:31][CH2:32][CH2+:33]1[N:37]([CH2:40][C:41](=[O:42])[NH2:43])[CH:36]=[CH:35][N:34]1[CH3:38])=[O:6])[CH:2]=[CH2:3] |f:3.4|. The yield is 99.5%. The solvent is CC(=O)C (acetone). Procedure: To a solution of allyl (4R,5S,6S)-3-[(2R,4S)-1-allyloxycarbonyl-2-{2-(1-methylimidazol-2-yl)ethyl}-pyrrolidin-4-yl]thio-6-[(1R)-1-hydroxyethyl]-4-methyl-7-oxo-1-azabicyclo[3.2.0]hept-2-ene-2-carboxylate (1.04 g) in acetone (5 ml) was added iodoacetamide (1.06 g) with stirring at ambient temperature and then allowed to stand overnight. The reaction mixture was evaporated in vacuo and dried in vacuo for 1 hour to give allyl (4R,5S,6S)-3-[(2R,4S)-1-allyloxycarbonyl-2-{2-(3-carbamoylmethyl-1-methyl-... Reaction conditions: time 8 hour. The reactants are C(C=C)OC(=O)N1[C@@H](C[C@@H](C1)SC1=C(N2C([C@@H]([C@H]2[C@H]1C)[C@@H](C)O)=O)C(=O)OCC=C)CCC=1N(C=CN1)C (allyl (4R,5S,6S)-3-[(2R,4S)-1-allyloxycarbonyl-2-{2-(1-methylimidazol-2-yl)ethyl}-pyrrolidin-4-yl]thio-6-[(1R)-1-hydroxyethyl]-4-methyl-7-oxo-1-azabicyclo[3.2.0]hept-2-ene-2-carboxylate), ICC(=O)N (iodoacetamide). The product is [I-].C(C=C)OC(=O)N1[C@@H](C[C@@H](C1)SC1=C(N2C([C@@H]([C@H]2[C@H]1C)[C@@H](C)O)=O)C(=O)OCC=C)CC[CH2+]1N(C=CN1CC(N)=O)C (allyl (4R,5S,6S)-3-[(2R,4S)-1-allyloxycarbonyl-2-{2-(3-carbamoylmethyl-1-methyl-2-imidazolio) ethyl}pyrrolidin-4-yl]thio-6-[(1R)-1-hydroxyethyl]-4-methyl-7-oxo-1-azabicyclo[3.2.0]hept-2-ene-2-carboxylate iodide).